Dataset: the Open Reaction Database (ORD), a public repository of structured organic reaction records. Task: describe an organic reaction: reactants, conditions, products, and yield Starting materials: ClC1=C(C=CC=C1)S(=O)(=O)[C@@H]1C[C@H](N(C1)C(=O)C1(CC1)N1CCNCC1)C(=O)NC1(CC1)C#N ((2S,4R)-4-(2-chlorophenylsulfonyl)-N-(1-cyanocyclopropyl)-1-(1-(piperazin-1-yl)cyclopropanecarbonyl)pyrrolidine-2-carboxamide), ClC(=O)OC (methyl chloroformate). Product: ClC1=C(C=CC=C1)S(=O)(=O)[C@@H]1C[C@H](N(C1)C(=O)C1(CC1)N1CCN(CC1)C(=O)OC)C(NC1(CC1)C#N)=O (Methyl 4-(1-((2S,4R)-4-(2-chlorophenylsulfonyl)-2-(1-cyanocyclopropylcarbamoyl)pyrrolidine-1-carbonyl)cyclopropyl)piperazine-1-carboxylate). Isolated yield 81.0%. RXN SMILES: [Cl:1][C:2]1[CH:7]=[CH:6][CH:5]=[CH:4][C:3]=1[S:8]([C@H:11]1[CH2:15][N:14]([C:16]([C:18]2([N:21]3[CH2:26][CH2:25][NH:24][CH2:23][CH2:22]3)[CH2:20][CH2:19]2)=[O:17])[C@H:13]([C:27]([NH:29][C:30]2([C:33]#[N:34])[CH2:32][CH2:31]2)=[O:28])[CH2:12]1)(=[O:10])=[O:9].Cl[C:36]([O:38][CH3:39])=[O:37]>>[Cl:1][C:2]1[CH:7]=[CH:6][CH:5]=[CH:4][C:3]=1[S:8]([C@H:11]1[CH2:15][N:14]([C:16]([C:18]2([N:21]3[CH2:22][CH2:23][N:24]([C:36]([O:38][CH3:39])=[O:37])[CH2:25][CH2:26]3)[CH2:19][CH2:20]2)=[O:17])[C@H:13]([C:27](=[O:28])[NH:29][C:30]2([C:33]#[N:34])[CH2:31][CH2:32]2)[CH2:12]1)(=[O:10])=[O:9]. Procedure details: To a solution of (2S,4R)-4-(2-chlorophenylsulfonyl)-N-(1-cyanocyclopropyl)-1-(1-(piperazin-1-yl)cyclopropanecarbonyl)pyrrolidine-2-carboxamide (35.4 mg, 70 μmol) in methylenehloride (0.7 mL) was added under stirring ethyldiisopropyl amine (18.3 μL, 105 μmol) and methyl chloroformate (6.15 μL, 77.0 μmol). The reaction was stirred at room temperature over night. The reaction was purified by column chromatography on silica gel using a gradient from methylenechloride to a mixture of methylenechlorid... The reactants are [Br-], CC(=O)OCCC(C)CC=O, C1CCOC1, CCCC[P+](c1ccccc1)(c1ccccc1)c1ccccc1, CC(C)(C)[O-], [K+]. The product is CCCC=CCC(C)CCOC(C)=O. As a reaction SMILES: [Br-:23].[C:7]([CH3:8])(=[O:9])[O:10][CH2:11][CH2:12][CH:13]([CH2:14][CH:15]=[O:16])[CH3:17].[CH2:18]1[CH2:19][CH2:20][CH2:21][O:22]1.[CH2:24]([P+:25]([c:26]1[cH:27][cH:28][cH:29][cH:30][cH:31]1)([c:32]1[cH:33][cH:34][cH:35][cH:36][cH:37]1)[c:38]1[cH:39][cH:40][cH:41][cH:42][cH:43]1)[CH2:44][CH2:45][CH3:46].[CH3:1][C:2]([CH3:3])([O-:4])[CH3:5].[K+:6]>>[C:7]([CH3:8])(=[O:9])[O:10][CH2:11][CH2:12][CH:13]([CH2:14][CH:15]=[CH:18][CH2:19][CH2:20][CH3:21])[CH3:17]. Reactants: CCOC(=O)Cc1c(C(F)(F)F)[nH]c2ccc(CN(C)C)cc12, CO, N. Product: CN(C)Cc1ccc2[nH]c(C(F)(F)F)c(CC(N)=O)c2c1. Reaction SMILES: [CH2:1]([O:3][C:4](=[O:2])[CH2:5][c:6]1[c:7]([C:19]([F:20])([F:21])[F:22])[nH:8][c:9]2[cH:10][cH:11][c:12]([CH2:15][N:16]([CH3:17])[CH3:18])[cH:13][c:14]12)[CH3:23].[CH3:25][OH:26].[NH3:24]>>[O:3]=[C:4]([CH2:5][c:6]1[c:7]([C:19]([F:20])([F:21])[F:22])[nH:8][c:9]2[cH:10][cH:11][c:12]([CH2:15][N:16]([CH3:17])[CH3:18])[cH:13][c:14]12)[NH2:24].